This data is from the Open Reaction Database (ORD), a public repository of structured organic reaction records. The task is: describe an organic reaction: reactants, conditions, products, and yield The reactants are O1C(OCCC1)C1=CC(=C(C=C1)C=1SC2=NC(=CC=C2N1)C(=C)C1=CC=CC=C1)F (2-(4-(1,3-dioxan-2-yl)-2-fluorophenyl)-5-(1-phenylvinyl)thiazolo[5,4-b]pyridine), O=[O+][O-] (ozone). Solvent: C(Cl)Cl.CO (CH2Cl2 MeOH). Run at temperature 25 celsius, time 3 day. The product is O1C(OCCC1)C1=CC(=C(C=C1)C=1SC2=NC(=CC=C2N1)C(=O)C1=CC=CC=C1)F ((2-(4-(1,3-dioxan-2-yl)-2-fluorophenyl)thiazolo[5,4-b]pyridine-5-yl)(phenyl)methanone). Reaction SMILES: [O:1]1[CH2:6][CH2:5][CH2:4][O:3][CH:2]1[C:7]1[CH:12]=[CH:11][C:10]([C:13]2[S:14][C:15]3[C:20]([N:21]=2)=[CH:19][CH:18]=[C:17]([C:22]([C:24]2[CH:29]=[CH:28][CH:27]=[CH:26][CH:25]=2)=C)[N:16]=3)=[C:9]([F:30])[CH:8]=1.[O:31]=[O+][O-]>C(Cl)Cl.CO>[O:3]1[CH2:4][CH2:5][CH2:6][O:1][CH:2]1[C:7]1[CH:12]=[CH:11][C:10]([C:13]2[S:14][C:15]3[C:20]([N:21]=2)=[CH:19][CH:18]=[C:17]([C:22]([C:24]2[CH:25]=[CH:26][CH:27]=[CH:28][CH:29]=2)=[O:31])[N:16]=3)=[C:9]([F:30])[CH:8]=1 |f:2.3|. Procedure details: A solution of 2-(4-(1,3-dioxan-2-yl)-2-fluorophenyl)-5-(1-phenylvinyl)thiazolo[5,4-b]pyridine (2.66 g, 6.4 mmol) in 3:1 CH2Cl2/MeOH (128 mL) at −78° C. was treated with ozone for 15 min. The solution was then sparged with O2, dimethyl sulfide (18 mL) was added, and the bath was allowed to expire. The resulting solution was stirred at 25° C. for 3 d and then concentrated in vacuo. This residue was taken up in CH2Cl2 (400 mL) and sequentially washed with water and brine, then concentrated in vacuo... Reactants: COC(C)C(CO)NC(=O)OC(C)(C)C, CS(C)=O, CCN(C(C)C)C(C)C, ClCCl. Yields the product COC(C)C(C=O)NC(=O)OC(C)(C)C. RXN SMILES: [C:1]([CH3:2])([CH3:3])([CH3:4])[O:5][C:6]([NH:7][CH:8]([CH:9]([CH3:10])[O:11][CH3:12])[CH2:13][OH:14])=[O:15].[CH3:25][S:26]([CH3:27])=[O:28].[CH:16]([N:17]([CH2:18][CH3:19])[CH:20]([CH3:21])[CH3:22])([CH3:23])[CH3:24].[Cl:29][CH2:30][Cl:31]>>[C:1]([CH3:2])([CH3:3])([CH3:4])[O:5][C:6]([NH:7][CH:8]([CH:9]([CH3:10])[O:11][CH3:12])[CH:13]=[O:14])=[O:15].